This data is from the Open Reaction Database (ORD), a public repository of structured organic reaction records. The task is: describe an organic reaction: reactants, conditions, products, and yield Yields the product COc1c(N)ccc2c1CCC(=O)CC2. Reaction SMILES: [CH3:1][O:2][c:3]1[c:4]([N+:15]([O-:16])=[O:17])[cH:5][cH:6][c:7]2[c:8]1[CH2:9][CH2:10][C:11](=[O:14])[CH2:12][CH2:13]2.[ClH:23].[O:18]1[CH2:19][CH2:20][CH2:21][CH2:22]1.[OH2:24]>>[CH3:1][O:2][c:3]1[c:4]([NH2:15])[cH:5][cH:6][c:7]2[c:8]1[CH2:9][CH2:10][C:11](=[O:14])[CH2:12][CH2:13]2. Reactants: COc1c([N+](=O)[O-])ccc2c1CCC(=O)CC2, Cl, C1CCOC1, O. Starting materials: CC(=O)C1=C(C=CC(=C1)Cl)O (5-chloro-2-hydroxyacetophenone), C1=CC2=C(C=C1C=O)OCO2 (piperonal), [OH-].[Na+] (sodium hydroxide), C(C)O (ethanol). Run in O (water). Run at time 15 hour. Product: O1COC2=C1C=CC(=C2)C=CC(=O)C2=C(C=CC(=C2)Cl)O (3-(Benzo[1,3]dioxol-5-yl)-1-(5-chloro-2-hydroxyphenyl)-2-propen-1-one). Isolated yield 80.0%. Reaction SMILES: [CH3:1][C:2]([C:4]1[CH:9]=[C:8]([Cl:10])[CH:7]=[CH:6][C:5]=1[OH:11])=[O:3].[CH:12]1[C:17]([CH:18]=O)=[CH:16][C:15]2[O:20][CH2:21][O:22][C:14]=2[CH:13]=1.[OH-].[Na+].C(O)C>O>[O:22]1[C:14]2[CH:13]=[CH:12][C:17]([CH:18]=[CH:1][C:2]([C:4]3[CH:9]=[C:8]([Cl:10])[CH:7]=[CH:6][C:5]=3[OH:11])=[O:3])=[CH:16][C:15]=2[O:20][CH2:21]1 |f:2.3|. Reported procedure: 1 g (5.86 mmol) of 5-chloro-2-hydroxyacetophenone, 3 molar equivalents of piperonal, and 3 molar equivalents of sodium hydroxide was mixed in 15 ml of aqueous 80% ethanol solution, and then the mixture was stirred at room temperature for 15 hours. After the reaction was completed, 50 ml of water was added thereto, and the mixture was stirred for about 10 minutes. The obtained pale yellow solid was filtered, washed with water and diethylether, and dried to give 1.42 g (Yield 80%) of the title com... Reactants: C1=CC(=CC(=C1)Cl)C(=O)OO (MCPBA), CSCCOCC1=C2C=CN(C2=CC=C1)C1=NC(=NC=C1)SC (4-(2-Methylsulfanyl-ethoxymethyl)-1-(2-methylsulfanyl-pyrimidin-4-yl)-1H indole), NC1CCC(CC1)N(S(=O)(=O)C)C (N-(4-amino-cyclohexyl)-N-methyl-methanesulfonamide), CCN(C(C)C)C(C)C (DIEA). Run in C(Cl)Cl (DCM), C(Cl)Cl (DCM). Reaction conditions: time 8 hour. Product: CN(S(=O)(=O)C)C1CCC(CC1)NC1=NC=CC(=N1)N1C=CC2=C(C=CC=C12)COCCSC (N-methyl-N-(4-{4-[4-(2-methylsulfanyl-ethoxymethyl)-indol-1-yl]-pyrimidin-2-ylamino}-cyclohexyl)-methanesulfonamide). Isolated yield 25.9%. As a reaction SMILES: [CH3:1][S:2][CH2:3][CH2:4][O:5][CH2:6][C:7]1[CH:15]=[CH:14][CH:13]=[C:12]2[C:8]=1[CH:9]=[CH:10][N:11]2[C:16]1[CH:21]=[CH:20][N:19]=[C:18](SC)[N:17]=1.C1C=C(Cl)C=C(C(OO)=O)C=1.[NH2:35][CH:36]1[CH2:41][CH2:40][CH:39]([N:42]([CH3:47])[S:43]([CH3:46])(=[O:45])=[O:44])[CH2:38][CH2:37]1.CCN(C(C)C)C(C)C>C(Cl)Cl>[CH3:47][N:42]([CH:39]1[CH2:40][CH2:41][CH:36]([NH:35][C:18]2[N:17]=[C:16]([N:11]3[C:12]4[C:8](=[C:7]([CH2:6][O:5][CH2:4][CH2:3][S:2][CH3:1])[CH:15]=[CH:14][CH:13]=4)[CH:9]=[CH:10]3)[CH:21]=[CH:20][N:19]=2)[CH2:37][CH2:38]1)[S:43]([CH3:46])(=[O:44])=[O:45]. Procedure details: 4-(2-Methylsulfanyl-ethoxymethyl)-1-(2-methylsulfanyl-pyrimidin-4-yl)-1H indole (196 mg, 0.36 mmol) was dissolved in DCM, cooled on an ice bath, and MCPBA (635 mg, 2.83 mmol) was added and the mixture was stirred at RT overnight. The mixture was then diluted with DCM, washed with 5% NaHCO3, dried over sodium sulfate, filtered, concentrated in vacuo, and the residue dissolved in NMP and added to a suspension of N-(4-amino-cyclohexyl)-N-methyl-methanesulfonamide (409 mg, 1.98 mmol), 0.39 mL DIEA (... Starting materials: ClC1=NC=C(C=C1Cl)C(F)(F)F (2,3-dichloro-5-trifluoromethylpyridine), C1(O)=CC=C(O)C=C1 (hydroquinone), [H-].[Na+] (sodium hydride), ice water, [H][H] (hydrogen), crude product. Run in CN(C=O)C (N,N-dimethylformamide), CN(C=O)C (N,N-dimethylformamide). Product: ClC=1C(=NC=C(C1)C(F)(F)F)OC1=CC=C(C=C1)O (4-(3-chloro-5-trifluoromethyl-2-pyridyloxy)phenol). The yield is 43.0%. Reaction SMILES: [C:1]1([CH:8]=[CH:7][C:5]([OH:6])=[CH:4][CH:3]=1)[OH:2].[H-].[Na+].[H][H].Cl[C:14]1[C:19]([Cl:20])=[CH:18][C:17]([C:21]([F:24])([F:23])[F:22])=[CH:16][N:15]=1>CN(C)C=O>[Cl:20][C:19]1[C:14]([O:2][C:1]2[CH:8]=[CH:7][C:5]([OH:6])=[CH:4][CH:3]=2)=[N:15][CH:16]=[C:17]([C:21]([F:23])([F:22])[F:24])[CH:18]=1 |f:1.2|. Procedure: To a solution prepared by dissolving 2.8 g of hydroquinone in 20 ml of N,N-dimethylformamide, 1.39 g of sodium hydride (60% oil-based) was added, slowly, with stirring under ice cooling. After completion of the generation of hydrogen gas from the reaction solution, a solution prepared by dissolving 5 g of 2,3-dichloro-5-trifluoromethylpyridine in 10 ml of N,N-dimethylformamide was added dropwise. After stirring at room temperature for 3 hours, the reaction solution was poured into ice-water, and...